This data is from the Open Reaction Database (ORD), a public repository of structured organic reaction records. The task is: describe an organic reaction: reactants, conditions, products, and yield The reactants are OC=1C=C2CC[C@@H]3N(C2=CC1)C(O[C@H]3C3=CC=CC=C3)=O (cis-(±)-7-hydroxy-3-phenyl-3,3a,4,5-tetrahydro-1H-oxazolo[3,4-a]quinolin-1-one), BrCCCC(F)(F)F (1-bromo-4,4,4-trifluorobutane), C([O-])([O-])=O.[K+].[K+] (potassium carbonate). Solvent: CN(C=O)C (dimethylformamide), C(C)(=O)OCC (ethyl acetate). Conditions: temperature 90 celsius. Product: C1(=CC=CC=C1)[C@@H]1OC(N2[C@H]1CCC1=CC(=CC=C21)OCCCC(F)(F)F)=O (cis-(±)-3-Phenyl-7-(4,4,4-trifluorobutoxy)-3,3a,4,5-tetrahydro-1H-oxazolo[3,4-a]quinolin-1-one). The yield is 66.7%. Reaction SMILES: [OH:1][C:2]1[CH:3]=[C:4]2[C:9](=[CH:10][CH:11]=1)[N:8]1[C:12](=[O:21])[O:13][C@@H:14]([C:15]3[CH:20]=[CH:19][CH:18]=[CH:17][CH:16]=3)[C@@H:7]1[CH2:6][CH2:5]2.Br[CH2:23][CH2:24][CH2:25][C:26]([F:29])([F:28])[F:27].C(=O)([O-])[O-].[K+].[K+]>CN(C)C=O.C(OCC)(=O)C>[C:15]1([C@H:14]2[C@@H:7]3[CH2:6][CH2:5][C:4]4[C:9]([N:8]3[C:12](=[O:21])[O:13]2)=[CH:10][CH:11]=[C:2]([O:1][CH2:23][CH2:24][CH2:25][C:26]([F:29])([F:28])[F:27])[CH:3]=4)[CH:16]=[CH:17][CH:18]=[CH:19][CH:20]=1 |f:2.3.4|. Procedure: To a solution of 0.65 g (2.3 mmol) of cis-(±)-7-hydroxy-3-phenyl-3,3a,4,5-tetrahydro-1H-oxazolo[3,4-a]quinolin-1-one in 15 ml of dimethylformamide are added 0.66 g (3.5 mmol) of 1-bromo-4,4,4-trifluorobutane and 0.64 g (4.6 mmol) of potassium carbonate. The mixture is heated for 4 hours at 90° C. and is then diluted with ethyl acetate and washed with water. The organic phase is then dried over sodium sulphate and concentrated under reduced pressure, and the residue is chromatographed on a column... Isolated yield 72.0%. Reaction SMILES: [O:1]([CH2:8][C:9]([NH:11][CH:12]1[C:33](=[O:34])[N:14]2[CH:15]([C:20]([O:22][CH2:23][C:24]3[CH:29]=[CH:28][C:27]([N+:30]([O-:32])=[O:31])=[CH:26][CH:25]=3)=[O:21])[C:16]([CH3:19])([CH3:18])[S:17][C@H:13]12)=[O:10])[C:2]1[CH:7]=[CH:6][CH:5]=[CH:4][CH:3]=1.Cl[C:36]([O:38][CH2:39][C:40]([Cl:43])([Cl:42])[Cl:41])=[O:37]>C(Cl)Cl>[O:1]([CH2:8][C:9]([N:11]([CH:12]1[C:33](=[O:34])[N:14]2[CH:15]([C:20]([O:22][CH2:23][C:24]3[CH:25]=[CH:26][C:27]([N+:30]([O-:32])=[O:31])=[CH:28][CH:29]=3)=[O:21])[C:16]([CH3:18])([CH3:19])[S:17][C@H:13]12)[C:36]([O:38][CH2:39][C:40]([Cl:43])([Cl:42])[Cl:41])=[O:37])=[O:10])[C:2]1[CH:3]=[CH:4][CH:5]=[CH:6][CH:7]=1. The product is O(C1=CC=CC=C1)CC(=O)N(C(=O)OCC(Cl)(Cl)Cl)C1[C@@H]2N(C(C(S2)(C)C)C(=O)OCC2=CC=C(C=C2)[N+](=O)[O-])C1=O (p-Nitrobenzyl 6-[N-(phenoxyacetyl)-N-(2,2,2-trichloroethoxycarbonyl)amino]-2,2-dimethylpenam-3-carboxylate). Procedure: A mixture of 4.855 gms. (10 mmol.) of p-nitrobenzyl 6-phenoxyacetamido-2,2-dimethylpenam-3-carboxylate, 16.94 gms. (80 mmol.) of 2,2,2-trichloroethyl chloroformate, 18 ml. of N,O-(bis-trimethylsilyl)trifluoromethylacetamide, and 20 ml. of methylene chloride was prepared. The mixture was permitted to stand at room temperature overnight. The mixture then was heated at reflux for 7 hours after which it was again permitted to stand at room temperature overnight. Heating then was continued for an add... Solvent: C(Cl)Cl (methylene chloride). Starting materials: O(C1=CC=CC=C1)CC(=O)NC1[C@@H]2N(C(C(S2)(C)C)C(=O)OCC2=CC=C(C=C2)[N+](=O)[O-])C1=O (p-nitrobenzyl 6-phenoxyacetamido-2,2-dimethylpenam-3-carboxylate), ClC(=O)OCC(Cl)(Cl)Cl (2,2,2-trichloroethyl chloroformate), N,O-(bis-trimethylsilyl)trifluoromethylacetamide. Conditions: time 8 hour. Starting materials: ClC1=C(C=CC(=C1)[N+](=O)[O-])O (2-chloro-4-nitrophenol), [H][H] (hydrogen). The reagents and catalysts are [Ni] (Raney nickel). Run in O1CCCC1 (tetrahydrofuran). Yields the product NC1=CC(=C(C=C1)O)Cl (4-amino-2-chlorophenol). As a reaction SMILES: [Cl:1][C:2]1[CH:7]=[C:6]([N+:8]([O-])=O)[CH:5]=[CH:4][C:3]=1[OH:11].[H][H]>O1CCCC1.[Ni]>[NH2:8][C:6]1[CH:5]=[CH:4][C:3]([OH:11])=[C:2]([Cl:1])[CH:7]=1. Procedure: A solution of 86.8 g of 2-chloro-4-nitrophenol in 200 ml of tetrahydrofuran containing 2 g of Raney nickel catalyst was hydrogenated in a Parr shaker at 50 p.s.i. hydrogen pressure. The mixture was filtered and the solvent was evaporated from the filtrate. The residue was recrystallized from ether to give 4-amino-2-chlorophenol (1A), as a tan solid, mp: 144°-147° C. Starting materials: CCCCCCCCCc1ccc(N)cc1, CC(=O)c1ccccc1, Cc1ccccc1, O, c1ccncc1. The product is CCCCCCCCCc1ccc(N=C(C)c2ccccc2)cc1. Reaction SMILES: [CH2:1]([CH2:2][CH2:3][CH2:4][CH2:5][CH2:6][CH2:7][CH2:8][CH3:9])[c:10]1[cH:11][cH:12][c:13]([NH2:14])[cH:15][cH:16]1.[CH3:17][C:18](=[O:19])[c:20]1[cH:21][cH:22][cH:23][cH:24][cH:25]1.[CH3:26][c:27]1[cH:28][cH:29][cH:30][cH:31][cH:32]1.[OH2:39].[cH:33]1[cH:34][cH:35][n:36][cH:37][cH:38]1>>[CH2:1]([CH2:2][CH2:3][CH2:4][CH2:5][CH2:6][CH2:7][CH2:8][CH3:9])[c:10]1[cH:11][cH:12][c:13]([N:14]=[C:18]([CH3:17])[c:20]2[cH:21][cH:22][cH:23][cH:24][cH:25]2)[cH:15][cH:16]1. The product is Cc1nn(C)c(Oc2ccccn2)c1Sc1ccccc1Cl. RXN SMILES: [CH3:1][n:2]1[n:3][c:4]([CH3:16])[c:5]([S:8][c:9]2[c:10]([Cl:15])[cH:11][cH:12][cH:13][cH:14]2)[c:6]1[OH:7].[F:17][c:18]1[n:19][cH:20][cH:21][cH:22][cH:23]1>>[CH3:1][n:2]1[n:3][c:4]([CH3:16])[c:5]([S:8][c:9]2[c:10]([Cl:15])[cH:11][cH:12][cH:13][cH:14]2)[c:6]1[O:7][c:18]1[n:19][cH:20][cH:21][cH:22][cH:23]1. The reactants are Cc1nn(C)c(O)c1Sc1ccccc1Cl, Fc1ccccn1. Starting materials: C(C)OC(=O)C1=C(C2=C(C(=N1)C1=CC=C(C=C1)C#N)N=C(S2)C2=CC=CC=C2)O (4-(4-cyano-phenyl)-7-hydroxy-2-phenyl-thiazolo[4,5-c]pyridine-6-carboxylic acid ethyl ester), NCC(=O)O (glycine). The solvent is C[O-].[Na+].CO (sodium methoxide methanol). The product is C(#N)C1=CC=C(C=C1)C1=NC(=C(C2=C1N=C(S2)C2=CC=CC=C2)O)C(=O)NCC(=O)O ({[4-(4-Cyano-phenyl)-7-hydroxy-2-phenyl-thiazolo[4,5-c]pyridine-6-carbonyl]-amino}-acetic acid). Isolated yield 53.5%. RXN SMILES: C(O[C:4]([C:6]1[N:11]=[C:10]([C:12]2[CH:17]=[CH:16][C:15]([C:18]#[N:19])=[CH:14][CH:13]=2)[C:9]2[N:20]=[C:21]([C:23]3[CH:28]=[CH:27][CH:26]=[CH:25][CH:24]=3)[S:22][C:8]=2[C:7]=1[OH:29])=[O:5])C.[NH2:30][CH2:31][C:32]([OH:34])=[O:33]>C[O-].[Na+].CO>[C:18]([C:15]1[CH:16]=[CH:17][C:12]([C:10]2[C:9]3[N:20]=[C:21]([C:23]4[CH:28]=[CH:27][CH:26]=[CH:25][CH:24]=4)[S:22][C:8]=3[C:7]([OH:29])=[C:6]([C:4]([NH:30][CH2:31][C:32]([OH:34])=[O:33])=[O:5])[N:11]=2)=[CH:13][CH:14]=1)#[N:19] |f:2.3.4|. Reported procedure: A mixture of 4-(4-cyano-phenyl)-7-hydroxy-2-phenyl-thiazolo[4,5-c]pyridine-6-carboxylic acid ethyl ester (132 mg, 0.33 mmole) and glycine (2.46 g, 32.8 mmole) in 0.5 M sodium methoxide/methanol (49 ml) was refluxed for 16 h before it was cooled to room temperature and concentrated in vacuo. It was dissolved in water (100 ml) and extracted with dichloromethane (2×50 ml). The remaining aqueous solution was acidified to pH=2 with 0.1 N HCl (28 ml). The resulting precipitate was filtered, washed wit...